Dataset: the Open Reaction Database (ORD), a public repository of structured organic reaction records. Task: describe an organic reaction: reactants, conditions, products, and yield Reactants: Cc1ccc(C#N)c(=O)n1-c1cc(F)cc(F)c1, O, O=S(=O)(O)O. The product is Cc1ccc(C(=O)O)c(=O)n1-c1cc(F)cc(F)c1. RXN SMILES: [F:1][c:2]1[cH:3][c:4](-[n:9]2[c:10](=[O:18])[c:11]([C:16]#[N:17])[cH:12][cH:13][c:14]2[CH3:15])[cH:5][c:6]([F:8])[cH:7]1.[OH2:19].[S:20]([OH:21])(=[O:22])(=[O:23])[OH:24]>>[F:1][c:2]1[cH:3][c:4](-[n:9]2[c:10](=[O:18])[c:11]([C:16](=[O:19])[OH:21])[cH:12][cH:13][c:14]2[CH3:15])[cH:5][c:6]([F:8])[cH:7]1. Starting materials: NC1=COC2=CC=CC=C2C1=S (3-aminothiochromone), C1(=CC=C(C=C1)S(=O)(=O)Cl)C (para-toluenesulphonyl chloride). Solvent: N1=CC=CC=C1 (pyridine). Conditions: temperature 10 celsius. The product is C1(=CC=C(C=C1)S(=O)(=O)NC1=COC2=CC=CC=C2C1=S)C (3-(p-toluenesulphonylamino)-thiochromone). Yield: 93.9%. Reaction SMILES: [NH2:1][C:2]1[C:11](=[S:12])[C:10]2[C:5](=[CH:6][CH:7]=[CH:8][CH:9]=2)[O:4][CH:3]=1.[C:13]1([CH3:23])[CH:18]=[CH:17][C:16]([S:19](Cl)(=[O:21])=[O:20])=[CH:15][CH:14]=1>N1C=CC=CC=1>[C:13]1([CH3:23])[CH:18]=[CH:17][C:16]([S:19]([NH:1][C:2]2[C:11](=[S:12])[C:10]3[C:5](=[CH:6][CH:7]=[CH:8][CH:9]=3)[O:4][CH:3]=2)(=[O:21])=[O:20])=[CH:15][CH:14]=1. Reported procedure: In order to do this, 3-aminothiochromone (7.4 g) is suspended in anhydrous pyridine (25 ml), the mixture is cooled to about 10° C. and para-toluenesulphonyl chloride (8.6 g) is then added, whist stirring. After dilution with distilled water (100 ml), precipitation, filtration, washing with ethanol and drying, 3-(p-toluenesulphonylamino)-thiochromone (13 g), which melts at 212° C., is obtained. Reactants: C(C)(C)N1C=CC2=CC=C(C=C12)CO ((1-isopropyl-1H-indol-6-yl)methanol). Reagents/catalysts: [O-2].[O-2].[Mn+4] (manganese dioxide). Run in C(Cl)(Cl)(Cl)Cl (CCl4). Run at temperature 60 celsius, time 1 hour. The product is C(C)(C)N1C=CC2=CC=C(C=C12)C=O (1-isopropyl-1H-indole-6-carbaldehyde). RXN SMILES: [CH:1]([N:4]1[C:12]2[C:7](=[CH:8][CH:9]=[C:10]([CH2:13][OH:14])[CH:11]=2)[CH:6]=[CH:5]1)([CH3:3])[CH3:2]>C(Cl)(Cl)(Cl)Cl.[O-2].[O-2].[Mn+4]>[CH:1]([N:4]1[C:12]2[C:7](=[CH:8][CH:9]=[C:10]([CH:13]=[O:14])[CH:11]=2)[CH:6]=[CH:5]1)([CH3:3])[CH3:2] |f:2.3.4|. Procedure details: To a solution of (1-isopropyl-1H-indol-6-yl)methanol (0.18 g, 0.97 mmol) in CCl4(5 mL) was added manganese dioxide (0.13 g, 1.45 mmol). After stirring at 60° C. for 1 h, then 77° C. for 2 h, filtered reaction mixture through celite and concentrated. Partitioned crude compound between saturated sodium bicarbonate and EtOAc, washed with H2O and brine, dried with Na2SO4, and concentrated. The crude compound was chromatographed to give the desired product.